From a dataset of the Open Reaction Database (ORD), a public repository of structured organic reaction records. describe an organic reaction: reactants, conditions, products, and yield The reactants are CC(C)(C)OC(=O)NCC(=O)O, ClCCCl, CNc1ccncc1, CCN(C(C)C)C(C)C, Cl, CN(C)C=O, O, On1nnc2ccccc21. Product: CN(C(=O)CNC(=O)OC(C)(C)C)c1ccncc1. RXN SMILES: [C:28]([CH3:29])([CH3:30])([CH3:31])[O:32][C:33](=[O:34])[NH:35][CH2:36][C:37](=[O:38])[OH:39].[CH2:40]([Cl:41])[CH2:42][Cl:43].[CH3:1][NH:2][c:3]1[cH:4][cH:5][n:6][cH:7][cH:8]1.[CH:19]([N:20]([CH2:21][CH3:22])[CH:23]([CH3:24])[CH3:25])([CH3:26])[CH3:27].[ClH:44].[O:45]=[CH:46][N:47]([CH3:48])[CH3:49].[OH2:50].[OH:9][n:10]1[c:11]2[c:12]([cH:13][cH:14][cH:15][cH:16]2)[n:17][n:18]1>>[CH3:1][N:2]([c:3]1[cH:4][cH:5][n:6][cH:7][cH:8]1)[C:37]([CH2:36][NH:35][C:33]([O:32][C:28]([CH3:29])([CH3:30])[CH3:31])=[O:34])=[O:39]. Starting materials: C(C)(C)(C)OC(=O)N1C[C@H](CC1)OC=1C=C2C=CN(C(C2=CC1C)=O)CC1=CC=C(C=C1)OC ((S)-3-[2-(4-Methoxy-benzyl)-7-methyl-1-oxo-1,2-dihydro-isoquinolin-6-yloxy]-pyrrolidine-1-carboxylic acid tert-butyl ester), FC(C(=O)O)(F)F (trifluoroacetic acid). Conditions: temperature 150 celsius. Product: CC1=C(C=C2C=CNC(C2=C1)=O)O[C@@H]1CNCC1 (7-Methyl-6-((S)-pyrrolidin-3-yloxy)-2H-isoquinolin-1-one). Isolated yield 87.3%. RXN SMILES: C(OC([N:8]1[CH2:12][CH2:11][C@H:10]([O:13][C:14]2[CH:15]=[C:16]3[C:21](=[CH:22][C:23]=2[CH3:24])[C:20](=[O:25])[N:19](CC2C=CC(OC)=CC=2)[CH:18]=[CH:17]3)[CH2:9]1)=O)(C)(C)C.FC(F)(F)C(O)=O>>[CH3:24][C:23]1[CH:22]=[C:21]2[C:16]([CH:17]=[CH:18][NH:19][C:20]2=[O:25])=[CH:15][C:14]=1[O:13][C@H:10]1[CH2:11][CH2:12][NH:8][CH2:9]1. Reported procedure: 0.54 g (1.2 mmol) (S)-3-[2-(4-Methoxy-benzyl)-7-methyl-1-oxo-1,2-dihydro-isoquinolin-6-yloxy]-pyrrolidine-1-carboxylic acid tert-butyl ester were dissolved in 2.7 g (23 mmol) trifluoroacetic acid. After 1 h at room temperature the mixture was heated for 2 h in a microwave oven at 150° C. Then the excess trifluoroacetic acid was distilled off in vacuo and the residue was diluted with 10 ml 1 M hydrochloric acid. The aqueous phase was washed with methylene chloride twice and then it was freeze dri...